Dataset: the Open Reaction Database (ORD), a public repository of structured organic reaction records. Task: describe an organic reaction: reactants, conditions, products, and yield Reactants: [Br-].C(=O)(O)CCC[P+](C1=CC=CC=C1)(C1=CC=CC=C1)C1=CC=CC=C1 (3-carboxypropyltriphenylphosphonium bromide), C[Si](C)(C)[N-][Si](C)(C)C.[Li+] (lithium bis (trimethylsilyl) amide), C1CCOC1 (THF), C1CCOC1 (THF), ice, COC=1C(=C(C=O)C=CC1)OC (dimethoxybenzaldehyde), C1CCOC1 (THF). Conditions: temperature -15 celsius. The product is COC1=C(C=CC(=C1)OC)/C=C/CCC(=O)O ((4E)-5-(2,4-Dimethoxyphenyl)pent-4-enoic Acid). Reaction SMILES: [Br-].[C:2]([CH2:5][CH2:6][CH2:7][P+](C1C=CC=CC=1)(C1C=CC=CC=1)C1C=CC=CC=1)([OH:4])=[O:3].C[Si]([N-][Si](C)(C)C)(C)C.[Li+].CO[C:39]1[C:40]([O:47][CH3:48])=[C:41]([CH:44]=[CH:45][CH:46]=1)[CH:42]=O.C1C[O:52][CH2:51]C1>>[CH3:48][O:47][C:40]1[CH:39]=[C:46]([O:52][CH3:51])[CH:45]=[CH:44][C:41]=1/[CH:42]=[CH:7]/[CH2:6][CH2:5][C:2]([OH:4])=[O:3] |f:0.1,2.3|. Procedure: An oven-dried 2 L 3-neck flask was secured over a dry ice/isopropanol bath and magnetic stirring plate, fitted with an oven-dried 500 ml dropping funnel, a magnetic stir bar, an argon inlet, and a thermometer. The flask was flushed with argon, charged with 71.3 grams (166 mmol) of 3-carboxypropyltriphenylphosphonium bromide followed by 400 ml of THF, and closed. An argon balloon was used to cap the addition funnel and the reaction mixture was stirred for a half hour while cooling. A mixture of 6... Reactants: C1CCOC1, O=S(=O)(Cl)c1c(Cl)nc2sccn12, [N-]=[N+]=NCCCc1c[nH]c2ccc(F)cc12. Product: [N-]=[N+]=NCCCc1cn(S(=O)(=O)c2c(Cl)nc3sccn23)c2ccc(F)cc12. RXN SMILES: [CH2:30]1[O:31][CH2:32][CH2:33][CH2:34]1.[Cl:17][c:18]1[n:19][c:20]2[s:21][cH:22][cH:23][n:24]2[c:25]1[S:26](=[O:27])(=[O:28])[Cl:29].[N:1](=[N+:2]=[N-:3])[CH2:4][CH2:5][CH2:6][c:7]1[cH:8][nH:9][c:10]2[cH:11][cH:12][c:13]([F:16])[cH:14][c:15]12>>[N:1](=[N+:2]=[N-:3])[CH2:4][CH2:5][CH2:6][c:7]1[cH:8][n:9]([S:26]([c:25]2[c:18]([Cl:17])[n:19][c:20]3[s:21][cH:22][cH:23][n:24]32)(=[O:27])=[O:28])[c:10]2[cH:11][cH:12][c:13]([F:16])[cH:14][c:15]12. Starting materials: FC=1C(=CC=C2C(=C(C(C(C12)(C)C)=O)C(=O)NCC(=O)OC(C)(C)C)O)O (1,1-dimethylethyl N-((8-fluoro-4,7-dihydroxy-1,1-dimethyl-2-oxo-naphthalen-3-yl)carbonyl)glycinate). Solvent: C(=O)(C(F)(F)F)O (TFA). Conditions: time 30 minute. Product: FC=1C(=CC=C2C(=C(C(C(C12)(C)C)=O)C(=O)NCC(=O)O)O)O (N-((8-Fluoro-4,7-dihydroxy-1,1-dimethyl-2-oxo-naphthalen-3-yl)carbonyl)glycine). The yield is 95.6%. As a reaction SMILES: [F:1][C:2]1[C:3]([OH:27])=[CH:4][CH:5]=[C:6]2[C:11]=1[C:10]([CH3:13])([CH3:12])[C:9](=[O:14])[C:8]([C:15]([NH:17][CH2:18][C:19]([O:21]C(C)(C)C)=[O:20])=[O:16])=[C:7]2[OH:26]>C(O)(C(F)(F)F)=O>[F:1][C:2]1[C:3]([OH:27])=[CH:4][CH:5]=[C:6]2[C:11]=1[C:10]([CH3:13])([CH3:12])[C:9](=[O:14])[C:8]([C:15]([NH:17][CH2:18][C:19]([OH:21])=[O:20])=[O:16])=[C:7]2[OH:26]. Reported procedure: A mixture of 1,1-dimethylethyl N-((8-fluoro-4,7-dihydroxy-1,1-dimethyl-2-oxo-naphthalen-3-yl)carbonyl)glycinate (0.21 g, 0.55 mmol) in 2 mL TFA was stirred at room temperature for 30 minutes, M+1=324, M−1=322. The mixture was concentrated and triturated in ether/hexane (1:10). The solid was filtered, washed with 10 mL ether/hexane (1:10), and dried under high vacuum to give 0.17 g of the product as a yellow solid. MS (m/z)=324 (M+H)+. Calculated for C15H14FNO6 323.08.